This data is from the Open Reaction Database (ORD), a public repository of structured organic reaction records. The task is: describe an organic reaction: reactants, conditions, products, and yield Starting materials: O=C([O-])[O-], CN1CCCC1=O, Cc1cc(F)ccc1[N+](=O)[O-], [K+], [K+], OC1CCNC1, O. Yields the product Cc1cc(N2CCC(O)C2)ccc1[N+](=O)[O-]. Reaction SMILES: [C:12](=[O:13])([O-:14])[O-:15].[CH3:18][N:19]1[CH2:20][CH2:21][CH2:22][C:23]1=[O:24].[F:1][c:2]1[cH:3][cH:4][c:5]([N+:9](=[O:10])[O-:11])[c:6]([CH3:8])[cH:7]1.[K+:16].[K+:17].[NH:25]1[CH2:26][CH:27]([OH:30])[CH2:28][CH2:29]1.[OH2:31]>>[c:2]1([N:25]2[CH2:26][CH:27]([OH:30])[CH2:28][CH2:29]2)[cH:3][cH:4][c:5]([N+:9](=[O:10])[O-:11])[c:6]([CH3:8])[cH:7]1. Product: COc1ccccc1C1(O)C(O)CC(c2ccccc2)(c2ccccc2)C2CN(C(=O)Cc3cccc4ccccc34)CC21. As a reaction SMILES: [c:1]1([C:7]2([c:26]3[cH:27][cH:28][cH:29][cH:30][cH:31]3)[CH2:8][CH:9]([OH:25])[C:10]([OH:16])([c:17]3[c:18]([O:23][CH3:24])[cH:19][cH:20][cH:21][cH:22]3)[CH:11]3[CH2:12][NH:13][CH2:14][CH:15]23)[cH:2][cH:3][cH:4][cH:5][cH:6]1.[c:32]1([CH2:42][C:43](=[O:44])[Cl:45])[cH:33][cH:34][cH:35][c:36]2[cH:37][cH:38][cH:39][cH:40][c:41]12>>[c:1]1([C:7]2([c:26]3[cH:27][cH:28][cH:29][cH:30][cH:31]3)[CH2:8][CH:9]([OH:25])[C:10]([OH:16])([c:17]3[c:18]([O:23][CH3:24])[cH:19][cH:20][cH:21][cH:22]3)[CH:11]3[CH2:12][N:13]([C:43]([CH2:42][c:32]4[cH:33][cH:34][cH:35][c:36]5[cH:37][cH:38][cH:39][cH:40][c:41]45)=[O:44])[CH2:14][CH:15]23)[cH:2][cH:3][cH:4][cH:5][cH:6]1. The reactants are COc1ccccc1C1(O)C(O)CC(c2ccccc2)(c2ccccc2)C2CNCC21, O=C(Cl)Cc1cccc2ccccc12. Starting materials: BrC1=C(C(=O)O)C=C(C=C1)OC (2-bromo-5-methoxybenzoic acid), C(CCC)[Li] (n-butyllithium), CC=1C=C(C(=O)N(C)OC)C=CC1C (3,4-dimethyl-N-methoxy-N-methylbenzamide). The product is CC=1C=C(C(=O)C2=C(C(=O)O)C=C(C=C2)OC)C=CC1C (2-(3,4-dimethylbenzoyl)-5-methoxybenzoic acid). As a reaction SMILES: Br[C:2]1[CH:10]=[CH:9][C:8]([O:11][CH3:12])=[CH:7][C:3]=1[C:4]([OH:6])=[O:5].C([Li])CCC.[CH3:18][C:19]1[CH:20]=[C:21]([CH:28]=[CH:29][C:30]=1[CH3:31])[C:22](N(OC)C)=[O:23]>>[CH3:18][C:19]1[CH:20]=[C:21]([CH:28]=[CH:29][C:30]=1[CH3:31])[C:22]([C:2]1[CH:10]=[CH:9][C:8]([O:11][CH3:12])=[CH:7][C:3]=1[C:4]([OH:6])=[O:5])=[O:23]. Reported procedure: This compound is synthesized according to the method described in 3.2. by reacting 2-bromo-5-methoxybenzoic acid pretreated with n-butyllithium with 3,4-dimethyl-N-methoxy-N-methylbenzamide. Reactants: C(#N)C1=NC=CC(=C1)C (2-cyano-4-methylpyridine), O1C=CC=C1 (furan), CCOCC (ether), ethereal solution, C(CCC)[Li] (butyl-lithium), Cl (hydrochloric acid). Run in C1=CC=CC=C1 (benzene). Run at temperature -20 celsius. The product is O1C(=CC=C1)C(=O)C1=NC=CC(=C1)C (2-(2-furoyl)-4-methylpyridine). The yield is 51.0%. Reaction SMILES: [O:1]1[CH:5]=[CH:4][CH:3]=[CH:2]1.C([Li])CCC.[C:11]([C:13]1[CH:18]=[C:17]([CH3:19])[CH:16]=[CH:15][N:14]=1)#N.Cl.CC[O:23]CC>C1C=CC=CC=1>[O:1]1[CH:5]=[CH:4][CH:3]=[C:2]1[C:11]([C:13]1[CH:18]=[C:17]([CH3:19])[CH:16]=[CH:15][N:14]=1)=[O:23]. Procedure: 75 gr of freshly distilled furan dissolved in 180 ml of anhydrous ether are placed in a four-liter reactor and 800 ml of a 1,3 N ethereal solution of freshly prepared butyl-lithium are slowly added under a nitrogen atmosphere, keeping the temperature at -20° C. The reaction mixture is then allowed to reach room temperature, following which it is boiled to reflux for seven hours. It is then cooled to -20° C. and 116 gr of 2-cyano-4-methylpyridine dissolved in one liter of anhydrous benzene are ad... Reactants: C(C)(C)(C)OC(COC1=C(C=C(C=C1)C1=CC=CC=C1)Br)=O (tert-butyl[(3-bromobiphenyl-4-yl)oxy]acetate), C(#C)C1=CC(=CC=C1)S(=O)(=O)CCC (1-ethynyl-3-(propane-1-sulfonyl)-benzene), C(C)(C)(C)OC(COC1=C(C=C(C=C1)C1=CC=CC=C1)Br)=O (tert-butyl[(3-bromobiphenyl-4-yl)oxy]acetate), C(#C)C1=CC(=CC=C1)S(=O)(=O)CCC (1-ethynyl-3-(propane-1-sulfonyl)-benzene). Product: C(CC)S(=O)(=O)C=1C=C(C=CC1)C#CC=1C=C(C=CC1OCC(=O)O)C1=CC=CC=C1 ([(3-{[3-(Propylsulfonyl)phenyl]ethynyl}biphenyl-4-yl)oxy]acetic acid). Reaction SMILES: C([O:5][C:6](=[O:22])[CH2:7][O:8][C:9]1[CH:14]=[CH:13][C:12]([C:15]2[CH:20]=[CH:19][CH:18]=[CH:17][CH:16]=2)=[CH:11][C:10]=1Br)(C)(C)C.[C:23]([C:25]1[CH:30]=[CH:29][CH:28]=[C:27]([S:31]([CH2:34][CH2:35][CH3:36])(=[O:33])=[O:32])[CH:26]=1)#[CH:24]>>[CH2:34]([S:31]([C:27]1[CH:26]=[C:25]([C:23]#[C:24][C:10]2[CH:11]=[C:12]([C:15]3[CH:16]=[CH:17][CH:18]=[CH:19][CH:20]=3)[CH:13]=[CH:14][C:9]=2[O:8][CH2:7][C:6]([OH:5])=[O:22])[CH:30]=[CH:29][CH:28]=1)(=[O:33])=[O:32])[CH2:35][CH3:36]. Procedure details: Following the general method as outlined in Example 37, starting from tert-butyl[(3-bromobiphenyl-4-yl)oxy]acetate (Intermediate 188) and 1-ethynyl-3-(propane-1-sulfonyl)-benzene (Intermediate 42), the title compound was obtained as a beige solid after purification by preparative HPLC. Starting materials: ClCCCl, [K+], [K+], O=C([O-])[O-], COc1cc(C=O)ccc1O, CN(C)C=O. Yields the product COc1cc(C=O)ccc1OCCCl. Reaction SMILES: [Cl:18][CH2:19][CH2:20][Cl:21].[K+:12].[K+:13].[O-:14][C:15]([O-:16])=[O:17].[O:1]=[CH:2][c:3]1[cH:4][c:5]([O:6][CH3:7])[c:8]([OH:9])[cH:10][cH:11]1.[O:22]=[CH:23][N:24]([CH3:25])[CH3:26]>>[O:1]=[CH:2][c:3]1[cH:4][c:5]([O:6][CH3:7])[c:8]([O:9][CH2:20][CH2:19][Cl:18])[cH:10][cH:11]1. The reactants are Cl (hydrochloric acid), C([O-])([O-])=O.[K+].[K+] (potassium carbonate), C(C1=CC=CC=C1)SC1=C(C=NN1C)C(=O)NO (5-benzylthio-1-methylpyrazole-4-carbohydroxamic acid), C(C=C)Br (allyl bromide). Solvent: O (water), C1(=CC=CC=C1)C (toluene). Reaction conditions: temperature 50 celsius, time 4 hour. The product is C(C=C)ONC(=O)C=1C=NN(C1SCC1=CC=CC=C1)C (N-allyloxy-5-benzylthio-1-methylpyrazole-4-carboxylic acid amide). Yield: 82.4%. Reaction SMILES: C(=O)([O-])[O-].[K+].[K+].[CH2:7]([S:14][C:15]1[N:19]([CH3:20])[N:18]=[CH:17][C:16]=1[C:21]([NH:23][OH:24])=[O:22])[C:8]1[CH:13]=[CH:12][CH:11]=[CH:10][CH:9]=1.[CH2:25](Br)[CH:26]=[CH2:27].Cl>O.C1(C)C=CC=CC=1>[CH2:27]([O:24][NH:23][C:21]([C:16]1[CH:17]=[N:18][N:19]([CH3:20])[C:15]=1[S:14][CH2:7][C:8]1[CH:9]=[CH:10][CH:11]=[CH:12][CH:13]=1)=[O:22])[CH:26]=[CH2:25] |f:0.1.2|. Reported procedure: In a solution of potassium carbonate (1.3 g, 9.4 mmol) in water (10 ml), a solution of 5-benzylthio-1-methylpyrazole-4-carbohydroxamic acid (2.0 g, 7.6 mmol) and allyl bromide (1.1 g, 9.1 mmol) in toluene (10 ml) were added, and stirred at 50° C. for 4 hours. After cooling to room temperature, the mixture was adjusted to pH 1 by adding 35% hydrochloric acid and extracted with ethyl acetate. The resulting ethyl acetate solution was washed with water, dried over anhydrous sodium sulfate, and the s...